This data is from the Open Reaction Database (ORD), a public repository of structured organic reaction records. The task is: describe an organic reaction: reactants, conditions, products, and yield Starting materials: [Na] (sodium), N(C1=CC=CC=C1)C=C(CC1=CC(=C(NC=O)C(=C1)OC)OC)C#N (4'-(3-anilino-2-cyano-allyl)-2',6'-dimethoxy-formanilide), alcohol, C(O)(O)=O.NC(=N)N (guanidine carbonate). The solvent is O (water). Run at time 2 hour. The product is NC1=NC=C(C(=N1)N)CC1=CC(=C(C(=C1)OC)N)OC (2,4-diamino-5-(4-amino-3,5-dimethoxy-benzyl)-pyrimidine). Reaction SMILES: [Na].C(=O)(O)O.[NH2:6][C:7]([NH2:9])=[NH:8].[NH:10]([CH:17]=[C:18]([C:33]#N)[CH2:19][C:20]1[CH:28]=[C:27]([O:29][CH3:30])[C:23]([NH:24]C=O)=[C:22]([O:31][CH3:32])[CH:21]=1)C1C=CC=CC=1>O>[NH2:8][C:7]1[N:9]=[C:17]([NH2:10])[C:18]([CH2:19][C:20]2[CH:21]=[C:22]([O:31][CH3:32])[C:23]([NH2:24])=[C:27]([O:29][CH3:30])[CH:28]=2)=[CH:33][N:6]=1 |f:1.2,^1:0|. Procedure details: A solution of 1.84 g. of sodium in 200 ml. of absolute alcohol was treated with 14.4 g. guanidine carbonate and 8.9 g. of 4'-(3-anilino-2-cyano-allyl)-2',6'-dimethoxy-formanilide and refluxed for 20 hours. Then, 200 ml. of water were added and the alcohol was removed under vacuum. After standing at room temperature for 2 hours, the crystals formed were removed by filtration with suction, washed with water and recrystallized from methanol, whereby there was obtained 2,4-diamino-5-(4-amino-3,5-dim... Run at temperature 130 celsius, time 24 hour. The reactants are BrC1=CC(=C(OCC(C)(O)C)C=C1)OC (1-(4-bromo-2-methoxyphenoxy)-2-methylpropan-2-ol), ClC1=CC=C(C=C1)C1=CC2=C(C(NN=C2)=O)S1 (2-(4-chlorophenyl)thieno[2,3-d]pyridazin-7(6H)-one), CN[C@H]1[C@@H](CCCC1)NC ((1R,2R)—N1,N2-dimethylcyclohexane-1,2-diamine), [O-]P(=O)([O-])[O-].[K+].[K+].[K+] (K3PO4), cupric oxide, cupric oxide, CC1(C(CCCC1)(N)C)N (dimethylcyclohexane-1,2-diamine). RXN SMILES: Br[C:2]1[CH:13]=[CH:12][C:5]([O:6][CH2:7][C:8]([CH3:11])([OH:10])[CH3:9])=[C:4]([O:14][CH3:15])[CH:3]=1.[Cl:16][C:17]1[CH:22]=[CH:21][C:20]([C:23]2[S:32][C:26]3[C:27](=[O:31])[NH:28][N:29]=[CH:30][C:25]=3[CH:24]=2)=[CH:19][CH:18]=1.CN[C@@H]1CCCC[C@H]1NC.[O-]P([O-])([O-])=O.[K+].[K+].[K+].CC1(N)CCCCC1(C)N>O1CCOCC1.C(Cl)Cl.[Cu-]=O.CO>[Cl:16][C:17]1[CH:18]=[CH:19][C:20]([C:23]2[S:32][C:26]3[C:27](=[O:31])[N:28]([C:2]4[CH:13]=[CH:12][C:5]([O:6][CH2:7][C:8]([OH:10])([CH3:11])[CH3:9])=[C:4]([O:14][CH3:15])[CH:3]=4)[N:29]=[CH:30][C:25]=3[CH:24]=2)=[CH:21][CH:22]=1 |f:3.4.5.6|. Reagents/catalysts: [Cu-]=O (copper (I) oxide). Yields the product ClC1=CC=C(C=C1)C1=CC2=C(C(N(N=C2)C2=CC(=C(C=C2)OCC(C)(C)O)OC)=O)S1 (2-(4-chlorophenyl)-6-(4-(2-hydroxy-2-methylpropoxy)-3-methoxyphenyl)thieno[2,3-d]pyridazin-7(6H)-one). Solvent: O1CCOCC1 (dioxane), CO (MeOH), C(Cl)Cl (CH2Cl2). The yield is 38.7%. Reported procedure: A mixture of 1-(4-bromo-2-methoxyphenoxy)-2-methylpropan-2-ol (157 mg, 0.571 mmol), 2-(4-chlorophenyl)thieno[2,3-d]pyridazin-7(6H)-one (150 mg, 0.571 mmol), (1R,2R)—N1,N2-dimethylcyclohexane-1,2-diamine (24.36 mg, 0.171 mmol), K3PO4 (0.142 ml, 1.713 mmol) and cupric oxide (24.51 mg, 0.171 mmol) in dioxane (4 ml) was stirred at 130° C. under N2 in a sealed tube for 24 hours. Since LC-MS analysis revealed no product, another portion of cupric oxide (24.51 mg, 0.171 mmol) was added to the mixture w... Starting materials: Br, CC(C)(C)OC(=O)NC(C(=O)OCC(=O)c1ccccc1)c1ccc(OCC(=O)c2ccccc2)cc1, CC(=O)O, CCOC(C)=O. The product is Br, NC(C(=O)OCC(=O)c1ccccc1)c1ccc(OCC(=O)c2ccccc2)cc1. Reaction SMILES: [BrH:38].[CH2:1]([C:2](=[O:3])[c:4]1[cH:5][cH:6][cH:7][cH:8][cH:9]1)[O:10][C:11]([CH:12]([NH:13][C:14]([O:15][C:16]([CH3:17])([CH3:18])[CH3:19])=[O:20])[c:21]1[cH:22][cH:23][c:24]([O:27][CH2:28][C:29](=[O:30])[c:31]2[cH:32][cH:33][cH:34][cH:35][cH:36]2)[cH:25][cH:26]1)=[O:37].[CH3:39][C:40](=[O:41])[OH:42].[CH3:43][CH2:44][O:45][C:46](=[O:47])[CH3:48]>>[BrH:38].[CH2:1]([C:2](=[O:3])[c:4]1[cH:5][cH:6][cH:7][cH:8][cH:9]1)[O:10][C:11]([CH:12]([NH2:13])[c:21]1[cH:22][cH:23][c:24]([O:27][CH2:28][C:29](=[O:30])[c:31]2[cH:32][cH:33][cH:34][cH:35][cH:36]2)[cH:25][cH:26]1)=[O:37]. Reactants: FC1=C2C=CC=NC2=C(C=C1)N1CCNCC1 (5-fluoro 8-(piperazin-1-yl)quinoline), FC1=C2C=CC=NC2=C(C=C1)O (5-fluoro-8-hydroxyquinoline), N1=CC=CC2=CC=CC(=C12)N1CCC(CC1)=O (1-quinolin-8-yl-piperidin-4-one), C(C)(=O)O[BH-](OC(C)=O)OC(C)=O.[Na+] (sodium triacetoxyborohydride). Product: FC1=C2C=CC=NC2=C(C=C1)N1CCC(CC1)N1CCN(CC1)C=1C=CC=C2C=CC=NC12 (5-fluoro-8-{4-[4-(8-quinolinyl)-1-piperazinyl]-1-piperidinyl}quinoline). RXN SMILES: F[C:2]1[CH:11]=[CH:10][C:9]([N:12]2[CH2:17][CH2:16][NH:15][CH2:14][CH2:13]2)=[C:8]2[C:3]=1[CH:4]=[CH:5][CH:6]=[N:7]2.[F:18][C:19]1[CH:28]=[CH:27][C:26](O)=[C:25]2[C:20]=1[CH:21]=[CH:22][CH:23]=[N:24]2.[N:30]1[C:39]2[C:34](=CC=CC=2N2CCC(=O)CC2)[CH:33]=[CH:32][CH:31]=1.C(O[BH-](OC(=O)C)OC(=O)C)(=O)C.[Na+]>>[F:18][C:19]1[CH:28]=[CH:27][C:26]([N:30]2[CH2:39][CH2:34][CH:33]([N:15]3[CH2:16][CH2:17][N:12]([C:9]4[CH:10]=[CH:11][CH:2]=[C:3]5[C:8]=4[N:7]=[CH:6][CH:5]=[CH:4]5)[CH2:13][CH2:14]3)[CH2:32][CH2:31]2)=[C:25]2[C:20]=1[CH:21]=[CH:22][CH:23]=[N:24]2 |f:3.4|. Procedure: Using the synthetic methods described in previous examples, 5-fluoro 8-(piperazin-1-yl)quinoline (Prepared from commercially available 5-fluoro-8-hydroxyquinoline using the methodology described for Example R, step 3, above) and 1-quinolin-8-yl-piperidin-4-one (Example A, Step 5, above) were reacted with sodium triacetoxyborohydride to give the desired product as a yellow solid; MP. 222-224° C.; MS (ES) m/z (relative intensity) 442 (M+H)+ (100). Yields the product CC(C)(C)OC(=O)N1CCC(Oc2ccc(C(=O)O)cc2)CC1. The reactants are CCOC(=O)c1ccc(OC2CCN(C(=O)OC(C)(C)C)CC2)cc1, CCO, [Na+], [OH-]. As a reaction SMILES: [C:1]([CH3:2])([CH3:3])([CH3:4])[O:5][C:6](=[O:7])[N:8]1[CH2:9][CH2:10][CH:11]([O:14][c:15]2[cH:16][cH:17][c:18]([C:19](=[O:20])[O:21][CH2:22][CH3:23])[cH:24][cH:25]2)[CH2:12][CH2:13]1.[CH3:28][CH2:29][OH:30].[Na+:27].[OH-:26]>>[C:1]([CH3:2])([CH3:3])([CH3:4])[O:5][C:6](=[O:7])[N:8]1[CH2:9][CH2:10][CH:11]([O:14][c:15]2[cH:16][cH:17][c:18]([C:19](=[O:20])[OH:21])[cH:24][cH:25]2)[CH2:12][CH2:13]1. Reactants: ClC1=NC(=C[N+](=C1)[O-])Cl (2,6-dichloro-pyrazine 4-oxide), C(CC1=CC=CC=C1)N (phenethylamine). The solvent is O (water). The product is ClC1=C[N+](=CC(=N1)NCCC1=CC=CC=C1)[O-] (6-Chloro-N-(2-phenylethyl)pyrazin-2-amine 4-oxide). As a reaction SMILES: Cl[C:2]1[CH:7]=[N+:6]([O-:8])[CH:5]=[C:4]([Cl:9])[N:3]=1.[CH2:10]([NH2:18])[CH2:11][C:12]1[CH:17]=[CH:16][CH:15]=[CH:14][CH:13]=1>O>[Cl:9][C:4]1[N:3]=[C:2]([NH:18][CH2:10][CH2:11][C:12]2[CH:17]=[CH:16][CH:15]=[CH:14][CH:13]=2)[CH:7]=[N+:6]([O-:8])[CH:5]=1. Procedure: A suspension of 0.330 g (2.0 mmol) of 2,6-dichloro-pyrazine 4-oxide in 0.485 g (4.0 mmol) of phenethylamine was allowed to stir under reflux for 10 min. pCooled water was added and the mixture extracted with dichloromethane, dried over sodium sulfate and evaporated to dryness. pThe residue obtained was purified by chromatography on silica gel eluting with a mixture of dichloromethane/methanol/diethylamine in the proportions 97/3/0.3 to give after trituration with diethyl ether 0.370 g (74%) of p... Reactants: CC1CN2C(OC(C2)C)(O1)CO (2,6-Dimethyl-tetrahydro-oxazolo[2,3-b]oxazol-7a-yl-methanol), C(C(=C)C)(=O)OC (methyl methacrylate), titanium (iv) n-butoxide. Reaction conditions: temperature 110 celsius. Product: CC1CN2C(OC(C2)C)(O1)COC(C(=C)C)=O (2-Methyl-acrylic acid 2,6-dimethyl-tetrahydro-oxazolo[2,3-b]oxazol-7a-ylmethyl ester). Reaction SMILES: [CH3:1][CH:2]1[O:10][C:5]2([CH2:11][OH:12])[O:6][CH:7]([CH3:9])[CH2:8][N:4]2[CH2:3]1.[C:13](OC)(=[O:17])[C:14]([CH3:16])=[CH2:15]>>[CH3:1][CH:2]1[O:10][C:5]2([CH2:11][O:12][C:13](=[O:17])[C:14]([CH3:16])=[CH2:15])[O:6][CH:7]([CH3:9])[CH2:8][N:4]2[CH2:3]1. Procedure: In an oven dried 300 mL round-bottom flask equipped with a reflux condenser were added 2,6-Dimethyl-tetrahydro-oxazolo[2,3-b]oxazol-7a-yl-methanol (789 g, 0.45 mol), methyl methacrylate (180.0 g, 1.80 mol), Prostab® 5415 (3.00 g, Ciba Specialty Chemicals, Basel, Switzerland) and titanium (iv) n-butoxide (6.00 g, 0.024 mol). The reaction content was heated to 110° C. for ˜8 hours GC analyses indicated ˜44% conversion. The reflux condenser was replaced with an oven dried distillation head and the ... The reactants are OC1=CC=C(C=O)C=C1 (4-hydroxybenzaldehyde), N(=NC(=O)OCC)C(=O)OCC (diethyl azodicarboxylate), C/C(/CO)=C\CC1=C(CCCC1(C)C)C ((2E)-2-methyl-4-(2,6,6-trimethyl-1-cyclohexen-1-yl)-2-butenol), C1(=CC=CC=C1)P(C1=CC=CC=C1)C1=CC=CC=C1 (triphenylphosphine). Product: C/C(/COC1=CC=C(C=O)C=C1)=C\CC1=C(CCCC1(C)C)C (4-((2E)-2-methyl-4-(2,6,6-trimethyl-1-cyclohexen-1-yl)-2-butenyloxy)benzaldehyde). The yield is 51.8%. RXN SMILES: [OH:1][C:2]1[CH:9]=[CH:8][C:5]([CH:6]=[O:7])=[CH:4][CH:3]=1.[CH3:10]/[C:11](=[CH:14]\[CH2:15][C:16]1[C:21]([CH3:23])([CH3:22])[CH2:20][CH2:19][CH2:18][C:17]=1[CH3:24])/[CH2:12]O.C1(P(C2C=CC=CC=2)C2C=CC=CC=2)C=CC=CC=1.N(C(OCC)=O)=NC(OCC)=O>>[CH3:12]/[C:11](=[CH:14]\[CH2:15][C:16]1[C:21]([CH3:23])([CH3:22])[CH2:20][CH2:19][CH2:18][C:17]=1[CH3:24])/[CH2:10][O:1][C:2]1[CH:9]=[CH:8][C:5]([CH:6]=[O:7])=[CH:4][CH:3]=1. Reported procedure: By the method of example 13 above, 4-hydroxybenzaldehyde (12.0 g) and (2E)-2-methyl-4-(2,6,6-trimethyl-1-cyclohexen-1-yl)-2-butenol (Chem. Abstr., 94, 65904h) (20.5 g) are coupled with triphenylphosphine and diethyl azodicarboxylate to provide 4-((2E)-2-methyl-4-(2,6,6-trimethyl-1-cyclohexen-1-yl)-2-butenyloxy)benzaldehyde (15.9 g, 50%) as a colorless oil after chromatography. By the method of example 2 above, this is converted into the title compound, mp 136°-137° after recrystallization from h... RXN SMILES: CN(C)C=O.Cl[C:7]1[CH:14]=[CH:13][C:12]([N+:15]([O-:17])=[O:16])=[CH:11][C:8]=1[C:9]#[N:10].[CH2:18]([OH:23])[C:19]([CH3:22])([CH3:21])[CH3:20].[H-].[Na+]>O>[N+:15]([C:12]1[CH:13]=[CH:14][C:7]([O:23][CH2:18][C:19]([CH3:22])([CH3:21])[CH3:20])=[C:8]([CH:11]=1)[C:9]#[N:10])([O-:17])=[O:16] |f:3.4|. Starting materials: CN(C=O)C (dimethylformamide), ClC1=C(C#N)C=C(C=C1)[N+](=O)[O-] (2-chloro-5-nitrobenzonitrile), C(C(C)(C)C)O (neopentyl alcohol), [H-].[Na+] (sodium hydride). Run in O (water). Yields the product [N+](=O)([O-])C=1C=CC(=C(C#N)C1)OCC(C)(C)C (5-nitro-2-neopentyloxybenzonitrile). Procedure: To dimethylformamide solution (364 ml) containing 2-chloro-5-nitrobenzonitrile (91 g) and neopentyl alcohol (52 g) was added sodium hydride (60% content, 27.8 g) under ice-cooling and the mixture was stirred for 1 h. The reaction mixture was poured into water and extracted with toluene. The organic layer was washed with saturated brine and dried over anhydrous magnesium sulfate, after which the solvent was evaporated under reduced pressure. Diisopropyl ether was added to the residue to allow cry... Yield: 89.9%. Run at time 1 hour. Starting materials: ClC1=CC(=NC(=C1)C)N (4-chloro-6-methylpyridin-2-amine), C[O-].[Na+] (sodium methoxide), Cl (hydrochloric acid). Conditions: temperature 130 celsius. Yields the product COC1=CC(=NC(=C1)C)N (4-methoxy-6-methylpyridin-2-amine). Reaction SMILES: Cl[C:2]1[CH:7]=[C:6]([CH3:8])[N:5]=[C:4]([NH2:9])[CH:3]=1.[CH3:10][O-:11].[Na+].Cl>>[CH3:10][O:11][C:2]1[CH:7]=[C:6]([CH3:8])[N:5]=[C:4]([NH2:9])[CH:3]=1 |f:1.2|. Reported procedure: To 4-chloro-6-methylpyridin-2-amine (1.0 g, 7.0 mmol) was added sodium methoxide (25% solution in methanol, 9.2 ml, 35 mmol) under a nitrogen atmosphere. The reaction mixture was heated in a microwave at 130° C. for 12 hours. The reaction mixture was quenched with hydrochloric acid (1.0 M in water, 42 ml, 42 mmol), and the reaction mixture was partially concentrated under reduced pressure to remove methanol. The residue was diluted with ethyl acetate, and the pH was adjusted to ˜7.5 with saturat...